This data is from the Open Reaction Database (ORD), a public repository of structured organic reaction records. The task is: describe an organic reaction: reactants, conditions, products, and yield Starting materials: COc1ccc(-c2ccc(CC(=O)O)c([N+](=O)[O-])c2)cc1, CC(=O)O, [Fe]. Product: COc1ccc(-c2ccc3c(c2)NC(=O)C3)cc1. As a reaction SMILES: [CH3:1][O:2][c:3]1[cH:4][cH:5][c:6](-[c:9]2[cH:10][c:11]([N+:19]([O-:20])=[O:21])[c:12]([CH2:15][C:16](=[O:17])[OH:18])[cH:13][cH:14]2)[cH:7][cH:8]1.[CH3:22][C:23](=[O:24])[OH:25].[Fe:26]>>[CH3:1][O:2][c:3]1[cH:4][cH:5][c:6](-[c:9]2[cH:10][c:11]3[c:12]([cH:13][cH:14]2)[CH2:15][C:16](=[O:17])[NH:19]3)[cH:7][cH:8]1. Starting materials: [N+](=O)([O-])C1=C(C=CC=C1)C (2-nitrotoluene). The reagents and catalysts are [Pt] (platinum). The solvent is CN1CCOCC1 (4-methylmorpholine). Run at time 13 hour. The product is C1(=C(C=CC=C1)NO)C (N-(2-Tolyl)hydroxylamine). The yield is 82.6%. As a reaction SMILES: [N+:1]([C:4]1[CH:9]=[CH:8][CH:7]=[CH:6][C:5]=1[CH3:10])([O-])=[O:2]>CN1CCOCC1.[Pt]>[C:5]1([CH3:10])[CH:6]=[CH:7][CH:8]=[CH:9][C:4]=1[NH:1][OH:2]. Procedure: A suspension of 411 g (3 mol) of 2-nitrotoluene and 15 g of platinum on active carbon (F 105 XRS/W 5% from Degussa) in 2.8 l of 4-methylmorpholine was flushed at 0° C. with nitrogen and then with hydrogen. The reaction was carried out at 100 mbar gauge pressure. The reaction was completed after 13 hours. The mixture was flushed with nitrogen and the catalyst was filtered off, after which the solvent was very substantially distilled off at from 45 to 50° C. under reduced pressure. The residue was... The reactants are N1=CC(=CC2=CC=CC=C12)C#CCCO (4-(3-quinolinyl)-3-butyn-1-ol). The reagents and catalysts are [Pd] (palladium on carbon). The solvent is C(C)O (ethanol). The product is N1=CC(=CC2=CC=CC=C12)CCCCO (4-(3-Quinolinyl)butan-1-ol). The yield is 99.9%. RXN SMILES: [N:1]1[C:10]2[C:5](=[CH:6][CH:7]=[CH:8][CH:9]=2)[CH:4]=[C:3]([C:11]#[C:12][CH2:13][CH2:14][OH:15])[CH:2]=1>[Pd].C(O)C>[N:1]1[C:10]2[C:5](=[CH:6][CH:7]=[CH:8][CH:9]=2)[CH:4]=[C:3]([CH2:11][CH2:12][CH2:13][CH2:14][OH:15])[CH:2]=1. Procedure: A solution of 4-(3-quinolinyl)-3-butyn-1-ol (17.0 g, 0.086 mol) is hydrogenated over palladium on carbon (1.0 g) in ethanol (400 mL) at room temperature. After the catalyst is filtered, the solvent is removed under reduced pressure to give 17.3 g of a brown oil. The oil is chromatographed (silica gel, 2% methanol/98% dichloromethane) to give 13.5 g of the title compound as a yellow oil. Reactants: Cc1nc(Br)sc1C(=O)NCc1ccc(F)cc1, O=c1cccc[nH]1. Yields the product Cc1nc(-n2ccccc2=O)sc1C(=O)NCc1ccc(F)cc1. RXN SMILES: [Br:8][c:9]1[s:10][c:11]([C:15](=[O:16])[NH:17][CH2:18][c:19]2[cH:20][cH:21][c:22]([F:25])[cH:23][cH:24]2)[c:12]([CH3:14])[n:13]1.[nH:1]1[c:2](=[O:7])[cH:3][cH:4][cH:5][cH:6]1>>[n:1]1(-[c:9]2[s:10][c:11]([C:15](=[O:16])[NH:17][CH2:18][c:19]3[cH:20][cH:21][c:22]([F:25])[cH:23][cH:24]3)[c:12]([CH3:14])[n:13]2)[c:2](=[O:7])[cH:3][cH:4][cH:5][cH:6]1. The reactants are COc1ccccc1C1OC2(CCN(Cc3ccccc3)CC2)N2CCCCC12, COc1ccccc1C=O, O, [Li]c1ccccn1. The product is COc1ccccc1C(O)C1CCCCN1. RXN SMILES: [CH2:1]([N:2]1[CH2:3][CH2:4][C:5]2([CH2:6][CH2:7]1)[O:12][CH:13]([c:20]1[c:21]([O:26][CH3:27])[cH:22][cH:23][cH:24][cH:25]1)[CH:14]1[N:15]2[CH2:16][CH2:17][CH2:18][CH2:19]1)[c:8]1[cH:9][cH:10][cH:11][cH:28][cH:29]1.[CH3:37][O:38][c:39]1[cH:40][cH:41][cH:42][cH:43][c:44]1[CH:45]=[O:46].[OH2:47].[n:30]1[cH:31][cH:32][cH:33][cH:34][c:35]1[Li:36]>>[OH:12][CH:13]([CH:14]1[NH:15][CH2:16][CH2:17][CH2:18][CH2:19]1)[c:20]1[c:21]([O:26][CH3:27])[cH:22][cH:23][cH:24][cH:25]1. Starting materials: BrCc1ccccc1, O=C([O-])[O-], CC(C)=O, [K+], [K+], N#CCc1ccc(O)cc1. The product is N#CCc1ccc(OCc2ccccc2)cc1. As a reaction SMILES: [Br:17][CH2:18][c:19]1[cH:20][cH:21][cH:22][cH:23][cH:24]1.[C:1](=[O:2])([O-:3])[O-:4].[CH3:25][C:26](=[O:27])[CH3:28].[K+:5].[K+:6].[OH:7][c:8]1[cH:9][cH:10][c:11]([CH2:14][C:15]#[N:16])[cH:12][cH:13]1>>[O:7]([c:8]1[cH:9][cH:10][c:11]([CH2:14][C:15]#[N:16])[cH:12][cH:13]1)[CH2:18][c:19]1[cH:20][cH:21][cH:22][cH:23][cH:24]1. As a reaction SMILES: [CH3:11][OH:12].[CH3:13][S:14](=[O:15])[CH3:16].[K+:10].[OH-:9].[OH:1][c:2]1[cH:3][n:4][c:5]([CH3:8])[cH:6][cH:7]1>>[O:1]([c:2]1[cH:3][n:4][c:5]([CH3:8])[cH:6][cH:7]1)[CH3:11]. The reactants are CO, CS(C)=O, [K+], [OH-], Cc1ccc(O)cn1. Yields the product COc1ccc(C)nc1. Reactants: O (Water), NC1=CC=C(C=C1)O (4-aminophenol), BrCCCCCCCCCCCCCCCCCC (1-bromooctadecane), C([O-])([O-])=O.[K+].[K+] (potassium carbonate). Solvent: CN(C=O)C (N,N-dimethylformamide). Reaction conditions: temperature 80 celsius, time 3.5 hour. Yields the product C(CCCCCCCCCCCCCCCCC)OC1=CC=C(N)C=C1 (4-octadecyloxyaniline). The yield is 40.8%. RXN SMILES: [NH2:1][C:2]1[CH:7]=[CH:6][C:5]([OH:8])=[CH:4][CH:3]=1.C(=O)([O-])[O-].[K+].[K+].Br[CH2:16][CH2:17][CH2:18][CH2:19][CH2:20][CH2:21][CH2:22][CH2:23][CH2:24][CH2:25][CH2:26][CH2:27][CH2:28][CH2:29][CH2:30][CH2:31][CH2:32][CH3:33].O>CN(C)C=O>[CH2:33]([O:8][C:5]1[CH:6]=[CH:7][C:2]([NH2:1])=[CH:3][CH:4]=1)[CH2:32][CH2:31][CH2:30][CH2:29][CH2:28][CH2:27][CH2:26][CH2:25][CH2:24][CH2:23][CH2:22][CH2:21][CH2:20][CH2:19][CH2:18][CH2:17][CH3:16] |f:1.2.3|. Procedure: To a solution of 15.0 g of 4-aminophenol dissolved in 300 ml of N,N-dimethylformamide, was added 28.5 g of anhydrous potassium carbonate. Subsequently, 46.0 g of 1-bromooctadecane was added thereto at 80° C., and the mixture was stirred for 3.5 hours at 80° C. Water was added to the reaction mixture, and the whole was extracted with ethyl acetate. The organic layer was washed with saturated brine, and was dried over anhydrous magnesium sulfate. The crude product obtained by removal of the solven... Starting materials: [H-].[Na+] (Sodium hydride), CN(C=O)C (N,N-dimethylformamide), C1(=CC=CC=C1)C1=NNC=C1CCC(=O)OCC (ethyl 3-(3-phenyl-1H-pyrazole-4-yl)propionate), CS(=O)(=O)OCCC1=CC=C(C=C1)OCC=1N=C(OC1C)C1=CC=CC=C1 (2-[4-(5-Methyl-2-phenyl-4-oxazolylmethoxy)phenyl]ethyl methane sulfonate). Solvent: O (water). Conditions: temperature 0 celsius, time 30 minute. Yields the product CC1=C(N=C(O1)C1=CC=CC=C1)COC1=CC=C(C=C1)CCN1N=C(C(=C1)CCC(=O)OCC)C1=CC=CC=C1 (ethyl 3-[1-[2-[4-(5-methyl-2-phenyl-4-oxazolylmethoxy)phenyl]ethyl]-3-phenyl-1H-pyrazol-4-yl]propionate). The yield is 61.0%. RXN SMILES: [H-].[Na+].CN(C)C=O.[C:8]1([C:14]2[C:18]([CH2:19][CH2:20][C:21]([O:23][CH2:24][CH3:25])=[O:22])=[CH:17][NH:16][N:15]=2)[CH:13]=[CH:12][CH:11]=[CH:10][CH:9]=1.CS(O[CH2:31][CH2:32][C:33]1[CH:38]=[CH:37][C:36]([O:39][CH2:40][C:41]2[N:42]=[C:43]([C:47]3[CH:52]=[CH:51][CH:50]=[CH:49][CH:48]=3)[O:44][C:45]=2[CH3:46])=[CH:35][CH:34]=1)(=O)=O>O>[CH3:46][C:45]1[O:44][C:43]([C:47]2[CH:48]=[CH:49][CH:50]=[CH:51][CH:52]=2)=[N:42][C:41]=1[CH2:40][O:39][C:36]1[CH:35]=[CH:34][C:33]([CH2:32][CH2:31][N:16]2[CH:17]=[C:18]([CH2:19][CH2:20][C:21]([O:23][CH2:24][CH3:25])=[O:22])[C:14]([C:8]3[CH:9]=[CH:10][CH:11]=[CH:12][CH:13]=3)=[N:15]2)=[CH:38][CH:37]=1 |f:0.1|. Reported procedure: Sodium hydride (60%, oily, 170 mg) was added to an N,N-dimethylformamide solution (50 ml) of ethyl 3-(3-phenyl-1H-pyrazole-4-yl)propionate (890 mg) at 0° C., and this mixture was stirred at 0° C. for 30 minutes. 2-[4-(5-Methyl-2-phenyl-4-oxazolylmethoxy)phenyl]ethyl methane sulfonate (2.79 g) was added to the reaction mixture, which was stirred at 90° C. for 1 hour. The reaction mixture was poured into water, which was extracted with ethyl acetate. The ethyl acetate layer was washed with saturat... Starting materials: Cl.Cl.N[C@@H](C)C=1N(C2=C(N1)C=CC(=C2C#N)F)C2=NC=CC=C2 (2-((S)-1-aminoethyl)-5-fluoro-3-pyridin-2-yl-3H-benzoimidazole-4-carbonitrile dihydrochloride), ClC1=C2N=CN(C2=NC=N1)C1OCCCC1 (6-chloro-9-(tetrahydro-pyran-2-yl)-9H-purine), CCN(C(C)C)C(C)C (DIPEA). The solvent is CC(C)O (IPA). Reaction conditions: temperature 90 celsius, time 2 hour. The product is FC1=C(C2=C(N=C(N2C2=NC=CC=C2)[C@H](C)NC2=C3N=CNC3=NC=N2)C=C1)C#N (5-Fluoro-2-[(S)-1-(9H-purin-6-ylamino)-ethyl]-3-pyridin-2-yl-3H-benzoimidazole-4-carbonitrile). Yield: 61.4%. Reaction SMILES: Cl.Cl.[NH2:3][C@H:4]([C:6]1[N:7]([C:18]2[CH:23]=[CH:22][CH:21]=[CH:20][N:19]=2)[C:8]2[C:14]([C:15]#[N:16])=[C:13]([F:17])[CH:12]=[CH:11][C:9]=2[N:10]=1)[CH3:5].Cl[C:25]1[N:33]=[CH:32][N:31]=[C:30]2[C:26]=1[N:27]=[CH:28][N:29]2C1CCCCO1.CCN(C(C)C)C(C)C>CC(O)C>[F:17][C:13]1[CH:12]=[CH:11][C:9]2[N:10]=[C:6]([C@@H:4]([NH:3][C:25]3[N:33]=[CH:32][N:31]=[C:30]4[C:26]=3[N:27]=[CH:28][NH:29]4)[CH3:5])[N:7]([C:18]3[CH:23]=[CH:22][CH:21]=[CH:20][N:19]=3)[C:8]=2[C:14]=1[C:15]#[N:16] |f:0.1.2|. Procedure details: To a solution of 2-((S)-1-aminoethyl)-5-fluoro-3-pyridin-2-yl-3H-benzoimidazole-4-carbonitrile dihydrochloride (250 mg, 0.71 mmol) in IPA (7 mL) was added 6-chloro-9-(tetrahydro-pyran-2-yl)-9H-purine (220 mg, 0.92 mmol) and DIPEA (361 μL, 2.1 mmol) and the reaction mixture heated at 90° C. for 16 h. The reaction mixture was concentrated in vacuo and the resultant residue subjected to flash chromatography (SiO2, eluting with 0-10% methanol in EtOAc). LCMS (Method C): RT=2.86 min, [M+H]+=484. The ...